From a dataset of the Open Reaction Database (ORD), a public repository of structured organic reaction records. describe an organic reaction: reactants, conditions, products, and yield Product: CC1(CN2CCC(N3CCNC3=O)CC2)OCc2ccccc2-n2cccc21. As a reaction SMILES: [C:30]([BH3-:31])#[N:32].[CH3:35][OH:36].[CH:1](=[O:2])[C:3]1([CH3:17])[c:4]2[n:5]([cH:14][cH:15][cH:16]2)-[c:6]2[c:7]([cH:10][cH:11][cH:12][cH:13]2)[CH2:8][O:9]1.[ClH:34].[NH:18]1[CH2:19][CH2:20][CH:21]([N:24]2[C:25](=[O:29])[NH:26][CH2:27][CH2:28]2)[CH2:22][CH2:23]1.[Na+:33]>>[CH2:1]([C:3]1([CH3:17])[c:4]2[n:5]([cH:14][cH:15][cH:16]2)-[c:6]2[c:7]([cH:10][cH:11][cH:12][cH:13]2)[CH2:8][O:9]1)[N:18]1[CH2:19][CH2:20][CH:21]([N:24]2[C:25](=[O:29])[NH:26][CH2:27][CH2:28]2)[CH2:22][CH2:23]1. Starting materials: [BH3-]C#N, CO, CC1(C=O)OCc2ccccc2-n2cccc21, Cl, O=C1NCCN1C1CCNCC1, [Na+]. The reactants are C(C)OC(=O)C=1C=C(C=NC1)C=1C=NC=CC1 ([3,3′]bipyridinyl-5-carboxylic acid ethyl ester), [BH4-].[Na+] (sodium borohydride). The solvent is C(C)O (ethanol). Reaction conditions: temperature 50 celsius. Yields the product N1=CC(=CC(=C1)CO)C=1C=NC=CC1 ([3,3′]bipyridinyl-5-yl-methanol). The yield is 34.0%. As a reaction SMILES: C([O:3][C:4]([C:6]1[CH:7]=[C:8]([C:12]2[CH:13]=[N:14][CH:15]=[CH:16][CH:17]=2)[CH:9]=[N:10][CH:11]=1)=O)C.[BH4-].[Na+]>C(O)C>[N:10]1[CH:11]=[C:6]([CH2:4][OH:3])[CH:7]=[C:8]([C:12]2[CH:13]=[N:14][CH:15]=[CH:16][CH:17]=2)[CH:9]=1 |f:1.2|. Procedure details: To a solution of [3,3′]bipyridinyl-5-carboxylic acid ethyl ester (1 eq) in ethanol was added sodium borohydride (2 eq) at room temperature. The reaction mixture was heated in a 50° C. oil bath for 60 minutes and then quenched by addition of H2O. Once the reaction solvent was removed in vacuo, a solution of the residue in dichloromethane was washed with NaCl(sat), dried over sodium sulfate, filtered and concentrated. The crude solid was purified by flash chromatography using a solvent gradient of... Reactants: CI, CC(C)=O, COc1cc2c(cc1OC)C(c1ccccc1)=NCC2. Product: [I-], COc1cc2c(cc1OC)C(c1ccccc1)=[N+](C)CC2. RXN SMILES: [CH3:21][I:22].[CH3:23][C:24](=[O:25])[CH3:26].[c:1]1([C:7]2=[N:8][CH2:9][CH2:10][c:11]3[cH:12][c:13]([O:19][CH3:20])[c:14]([O:17][CH3:18])[cH:15][c:16]32)[cH:2][cH:3][cH:4][cH:5][cH:6]1>>[I-:22].[c:1]1([C:7]2=[N+:8]([CH3:21])[CH2:9][CH2:10][c:11]3[cH:12][c:13]([O:19][CH3:20])[c:14]([O:17][CH3:18])[cH:15][c:16]32)[cH:2][cH:3][cH:4][cH:5][cH:6]1. Reactants: CSc1nc(NC2CCCC2)n2nc(-c3ccccc3)c(Br)c2n1, CCOC(C)=O, OB(O)c1ccnc(F)c1, [Na+], [Na+], O=C([O-])[O-], O. The product is CSc1nc(NC2CCCC2)n2nc(-c3ccccc3)c(-c3ccnc(F)c3)c2n1. As a reaction SMILES: [Br:1][c:2]1[c:3](-[c:19]2[cH:20][cH:21][cH:22][cH:23][cH:24]2)[n:4][n:5]2[c:6]1[n:7][c:8]([S:17][CH3:18])[n:9][c:10]2[NH:11][CH:12]1[CH2:13][CH2:14][CH2:15][CH2:16]1.[CH3:42][CH2:43][O:44][C:45](=[O:46])[CH3:47].[F:31][c:32]1[n:33][cH:34][cH:35][c:36]([B:38]([OH:39])[OH:40])[cH:37]1.[Na+:25].[Na+:26].[O-:27][C:28](=[O:29])[O-:30].[OH2:41]>>[c:2]1(-[c:36]2[cH:35][cH:34][n:33][c:32]([F:31])[cH:37]2)[c:3](-[c:19]2[cH:20][cH:21][cH:22][cH:23][cH:24]2)[n:4][n:5]2[c:6]1[n:7][c:8]([S:17][CH3:18])[n:9][c:10]2[NH:11][CH:12]1[CH2:13][CH2:14][CH2:15][CH2:16]1. Reactants: [Si](C)(C)(C(C)(C)C)OCC1=CC2=C(C=N1)N=CN2C2=CC(=C(S2)C(=O)OC)O (methyl 5-[6-({[tert-butyl(dimethyl)silyl]oxy}methyl)-1H-imidazo[4,5-c]pyridin-1-yl]-3-hydroxythiophene-2-carboxylate), N(=NC(=O)OC(C)(C)C)C(=O)OC(C)(C)C (di-tert-butyl azodicarboxylate), CC1=C(C=CC=C1)C(C)O (1-(2-methylphenyl)ethanol), C1(=CC=CC=C1)P(C1=CC=CC=C1)C1=CC=CC=C1 (triphenylphosphine). Run in ClCCl (dichloromethane). The product is [Si](C)(C)(C(C)(C)C)OCC1=CC2=C(C=N1)N=CN2C2=CC(=C(S2)C(=O)OC)OC(C)C2=C(C=CC=C2)C (Methyl 5-[6-({[tert-butyl(dimethyl)silyl]oxy}methyl)-1H-imidazo[4,5-c]pyridin-1-yl]-3-[1-(2-methylphenyl)ethoxy]thiophene-2-carboxylate). Reaction SMILES: [Si:1]([O:8][CH2:9][C:10]1[N:15]=[CH:14][C:13]2[N:16]=[CH:17][N:18]([C:19]3[S:23][C:22]([C:24]([O:26][CH3:27])=[O:25])=[C:21]([OH:28])[CH:20]=3)[C:12]=2[CH:11]=1)([C:4]([CH3:7])([CH3:6])[CH3:5])([CH3:3])[CH3:2].[CH3:29][C:30]1[CH:35]=[CH:34][CH:33]=[CH:32][C:31]=1[CH:36](O)[CH3:37].C1(P(C2C=CC=CC=2)C2C=CC=CC=2)C=CC=CC=1.N(C(OC(C)(C)C)=O)=NC(OC(C)(C)C)=O>ClCCl>[Si:1]([O:8][CH2:9][C:10]1[N:15]=[CH:14][C:13]2[N:16]=[CH:17][N:18]([C:19]3[S:23][C:22]([C:24]([O:26][CH3:27])=[O:25])=[C:21]([O:28][CH:36]([C:31]4[CH:32]=[CH:33][CH:34]=[CH:35][C:30]=4[CH3:29])[CH3:37])[CH:20]=3)[C:12]=2[CH:11]=1)([C:4]([CH3:5])([CH3:6])[CH3:7])([CH3:2])[CH3:3]. Procedure details: In a similar manner as described for example B31, 1.50 g of methyl 5-[6-({[tert-butyl(dimethyl)silyl]oxy}methyl)-1H-imidazo[4,5-c]pyridin-1-yl]-3-hydroxythiophene-2-carboxylate, 0.63 g of 1-(2-methylphenyl)ethanol, 2.4 g of triphenylphosphine (polymer bound, ˜3 mmol/g) and 1.66 g of di-tert-butyl azodicarboxylate in 40 ml anhydrous dichloromethane yield the title compound. The reactants are Cc1c(C(=O)OC(C)(C)C)oc2cccc(OS(=O)(=O)C(F)(F)F)c12, COCCOC, [K+], [K+], O=C([O-])[O-], O, OB(O)c1ccncc1. The product is Cc1c(C(=O)OC(C)(C)C)oc2cccc(-c3ccncc3)c12. As a reaction SMILES: [C:1]([CH3:2])([CH3:3])([CH3:4])[O:5][C:6](=[O:7])[c:8]1[o:9][c:10]2[c:11]([c:12]1[CH3:13])[c:14]([O:18][S:19]([C:20]([F:21])([F:22])[F:23])(=[O:24])=[O:25])[cH:15][cH:16][cH:17]2.[CH3:41][O:42][CH2:43][CH2:44][O:45][CH3:46].[K+:26].[K+:27].[O-:28][C:29]([O-:30])=[O:31].[OH2:47].[n:32]1[cH:33][cH:34][c:35]([B:38]([OH:39])[OH:40])[cH:36][cH:37]1>>[C:1]([CH3:2])([CH3:3])([CH3:4])[O:5][C:6](=[O:7])[c:8]1[o:9][c:10]2[c:11]([c:12]1[CH3:13])[c:14](-[c:35]1[cH:34][cH:33][n:32][cH:37][cH:36]1)[cH:15][cH:16][cH:17]2. Starting materials: CCCNc1cc(C(F)(F)F)ccc1C=CC(=O)O, Cl, Cc1cc(CN)cc(F)c1NS(C)(=O)=O. The product is CCCNc1cc(C(F)(F)F)ccc1C=CC(=O)NCc1cc(C)c(NS(C)(=O)=O)c(F)c1. Reaction SMILES: [CH2:17]([CH2:18][CH3:19])[NH:20][c:21]1[c:22]([CH:31]=[CH:32][C:33](=[O:34])[OH:35])[cH:23][cH:24][c:25]([C:27]([F:28])([F:29])[F:30])[cH:26]1.[ClH:16].[NH2:1][CH2:2][c:3]1[cH:4][c:5]([F:15])[c:6]([NH:10][S:11](=[O:12])(=[O:13])[CH3:14])[c:7]([CH3:9])[cH:8]1>>[NH:1]([CH2:2][c:3]1[cH:4][c:5]([F:15])[c:6]([NH:10][S:11](=[O:12])(=[O:13])[CH3:14])[c:7]([CH3:9])[cH:8]1)[C:33]([CH:32]=[CH:31][c:22]1[c:21]([NH:20][CH2:17][CH2:18][CH3:19])[cH:26][c:25]([C:27]([F:28])([F:29])[F:30])[cH:24][cH:23]1)=[O:34]. The reactants are Isopropylmagnesium chloride LiCl, IC=1C=NNC1 (4-iodo pyrazole), C1CCOC1 (THF), C(#N)C(=C(C(=O)OCC)C)C#N (ethyl 3,3-dicyano-2-methylprop-2-enoate). Reaction conditions: temperature -30 celsius, time 2 hour. Yields the product C(#N)C(C(C(=O)OCC)(C=1C=NN(C1)C)C)C#N (Ethyl 3,3-Dicyano-2-Methyl-2-(1-Methyl-1H-Pyrazol-4-yl)Propanoate). As a reaction SMILES: I[C:2]1[CH:3]=[N:4][NH:5][CH:6]=1.[C:7]([C:9]([C:17]#[N:18])=[C:10]([CH3:16])[C:11]([O:13][CH2:14][CH3:15])=[O:12])#[N:8].[CH2:19]1COCC1>>[C:7]([CH:9]([C:17]#[N:18])[C:10]([CH3:16])([C:2]1[CH:3]=[N:4][N:5]([CH3:19])[CH:6]=1)[C:11]([O:13][CH2:14][CH3:15])=[O:12])#[N:8]. Procedure details: Isopropylmagnesium chloride LiCl complex (1627 μl, 2.115 mmol, 1.3 M in THF) was added to a THF solution of 4-iodo pyrazole (400 mg, 1.923 mmol) cooled to −30° C. The reaction was stirred for hours with the temperature maintained between −20 and −30° C. After two hours, ethyl 3,3-dicyano-2-methylprop-2-enoate (1442 μl, 1.442 mmol, 1 M solution in benzene) was quickly added and the reaction was warmed to room temperature and stirred for five minutes. The reaction was then quenched with saturated ...